Task: describe an organic reaction: reactants, conditions, products, and yield. Dataset: the Open Reaction Database (ORD), a public repository of structured organic reaction records Procedure: A tautomeric mixture of ethyl 3-(1-((tert-butoxycarbonyl)amino)cyclopropyl)-3-oxopropanoate and (Z)-ethyl 3-(1-((tert-butoxycarbonyl)amino)cyclopropyl)-3-hydroxyacrylate (3.15 g, 11.61 mmol, 90% yield) as an off white solid was prepared according the procedures described for Intermediate 601, using 1-(Boc-amino)cyclopropanecarboxylic acid (Chem-Impex International, Inc., cat #04052) (2.59 g, 12.87 mmol) as the reagent. m/z (ESI, +ve) 294.2 (M+23)+. The reactants are C(C)(C)(C)OC(=O)NCC(CC(=O)OCC)=O (ethyl 4-((tert-butoxycarbonyl)amino)-3-oxobutanoate), C(=O)(OC(C)(C)C)NC1(CC1)C(=O)O (1-(Boc-amino)cyclopropanecarboxylic acid). Yields the product C(C)(C)(C)OC(=O)NC1(CC1)C(CC(=O)OCC)=O (ethyl 3-(1-((tert-butoxycarbonyl)amino)cyclopropyl)-3-oxopropanoate). Reaction SMILES: [C:1]([O:5][C:6]([NH:8][CH2:9][C:10](=[O:17])[CH2:11][C:12]([O:14][CH2:15][CH3:16])=[O:13])=[O:7])([CH3:4])([CH3:3])[CH3:2].C(NC1(C(O)=O)CC1)(O[C:21](C)(C)[CH3:22])=O>>[C:1]([O:5][C:6]([NH:8][C:9]1([C:10](=[O:17])[CH2:11][C:12]([O:14][CH2:15][CH3:16])=[O:13])[CH2:22][CH2:21]1)=[O:7])([CH3:3])([CH3:4])[CH3:2]. Starting materials: Cl (hydrogen chloride), [N+](=O)([O-])C=1C=C(C=CC1)C1=NN2C(C3=CC=CC=C3C2)=N1 (2-(m-Nitrophenyl)-5H-s-triazolo[5,1-a] isoindole). Reagents/catalysts: [Pd] (Pd on charcoal). The product is NC=1C=C(C=CC1)C1=NN2C(C3=CC=CC=C3C2)=N1 (2-(m-Aminophenyl)-5H-s-triazolo[5,1-a] isoindole). Reaction SMILES: [N+:1]([C:4]1[CH:5]=[C:6]([C:10]2[N:21]=[C:13]3[C:14]4[C:19]([CH2:20][N:12]3[N:11]=2)=[CH:18][CH:17]=[CH:16][CH:15]=4)[CH:7]=[CH:8][CH:9]=1)([O-])=O.Cl>[Pd]>[NH2:1][C:4]1[CH:5]=[C:6]([C:10]2[N:21]=[C:13]3[C:14]4[C:19]([CH2:20][N:12]3[N:11]=2)=[CH:18][CH:17]=[CH:16][CH:15]=4)[CH:7]=[CH:8][CH:9]=1. Procedure: 2-(m-Nitrophenyl)-5H-s-triazolo[5,1-a] isoindole (7.7 g) is hydrogenated at atmospheric pressure and at room temperature in the presence of 2 g of 10% Pd on charcoal and 8 ml of 15% ethanolic hydrogen chloride. The product so obtained is purified by crystallization from ethanol. Yield 6.1 g (89%) of the title product which melts at 163-4°C. Starting materials: BrC=1C=C2C(=CNC2=C(C1)C(=O)N)C1CCN(CC1)S(=O)(=O)CC (5-bromo-3-[1-(ethylsulfonyl)-4-piperidinyl]-1H-indole-7-carboxamide), C(#N)CC1=CC=C(C=C1)B(O)O ([4-(cyanomethyl)phenyl]boronic acid), C([O-])([O-])=O.[K+].[K+] (potassium carbonate). The reagents and catalysts are C=1C=CC(=CC1)[P](C=2C=CC=CC2)(C=3C=CC=CC3)[Pd]([P](C=4C=CC=CC4)(C=5C=CC=CC5)C=6C=CC=CC6)([P](C=7C=CC=CC7)(C=8C=CC=CC8)C=9C=CC=CC9)[P](C=1C=CC=CC1)(C=1C=CC=CC1)C=1C=CC=CC1 (tetrakis(triphenylphosphine)palladium). Solvent: O1CCOCC1 (dioxane), O (H2O), CCOC(=O)C (EtOAc), O (H2O). Conditions: temperature 160 celsius. Product: C(C)S(=O)(=O)N1CCC(CC1)C1=CNC2=C(C=C(C=C12)C1=CC=C(C=C1)CCNC)C(=O)N (3-[1-(ethylsulfonyl)-4-piperidinyl]-5-{4-[2-(methylamino)ethyl]phenyl}-1H-indole-7-carboxamide). Reaction SMILES: Br[C:2]1[CH:3]=[C:4]2[C:8](=[C:9]([C:11]([NH2:13])=[O:12])[CH:10]=1)[NH:7][CH:6]=[C:5]2[CH:14]1[CH2:19][CH2:18][N:17]([S:20]([CH2:23][CH3:24])(=[O:22])=[O:21])[CH2:16][CH2:15]1.[C:25]([CH2:27][C:28]1[CH:33]=[CH:32][C:31](B(O)O)=[CH:30][CH:29]=1)#[N:26].[C:37](=O)([O-])[O-].[K+].[K+]>O1CCOCC1.O.CCOC(C)=O.C1C=CC([P]([Pd]([P](C2C=CC=CC=2)(C2C=CC=CC=2)C2C=CC=CC=2)([P](C2C=CC=CC=2)(C2C=CC=CC=2)C2C=CC=CC=2)[P](C2C=CC=CC=2)(C2C=CC=CC=2)C2C=CC=CC=2)(C2C=CC=CC=2)C2C=CC=CC=2)=CC=1>[CH2:23]([S:20]([N:17]1[CH2:18][CH2:19][CH:14]([C:5]2[C:4]3[C:8](=[C:9]([C:11]([NH2:13])=[O:12])[CH:10]=[C:2]([C:31]4[CH:32]=[CH:33][C:28]([CH2:27][CH2:25][NH:26][CH3:37])=[CH:29][CH:30]=4)[CH:3]=3)[NH:7][CH:6]=2)[CH2:15][CH2:16]1)(=[O:22])=[O:21])[CH3:24] |f:2.3.4,^1:59,61,80,99|. Reported procedure: To a solution of 5-bromo-3-[1-(ethylsulfonyl)-4-piperidinyl]-1H-indole-7-carboxamide (200 mg, 0.48 mmol) in dioxane and H2O was added was added [4-(cyanomethyl)phenyl]boronic acid (232 mg, 0.144 mmol), potassium carbonate (400 mg, 2.88 mmol), and tetrakis(triphenylphosphine)palladium (0) (30 mg, 0.048 mmol). The solution was stirred and heated in the microwave at 160° C. for 40 min. The reaction was diluted with EtOAc and H2O and filtered to obtain a yellow crystal as desired product. The soluti... The reactants are BrC=1OC2=C(C1C=1C=C(C=CC1)CC(=O)O)C=C(C=C2)Cl (3-(2-bromo-5-chloro-3-benzofuranyl)phenylacetic acid), [N+](=O)([N+](=O)[O-])[O-] (dinitrogen tetroxide). Run in C(Cl)(Cl)Cl (chloroform). Reaction conditions: time 20 hour. Yields the product ClC=1C=CC2=C(C(=C(O2)[N+](=O)[O-])C=2C=C(C=CC2)CC(=O)O)C1 (3-(5-chloro-2-nitro-3-benzofuranyl)phenylacetic acid). RXN SMILES: Br[C:2]1[O:3][C:4]2[CH:20]=[CH:19][C:18]([Cl:21])=[CH:17][C:5]=2[C:6]=1[C:7]1[CH:8]=[C:9]([CH2:13][C:14]([OH:16])=[O:15])[CH:10]=[CH:11][CH:12]=1.[N+:22]([O-:27])([N+]([O-])=O)=[O:23]>C(Cl)(Cl)Cl>[Cl:21][C:18]1[CH:19]=[CH:20][C:4]2[O:3][C:2]([N+:22]([O-:27])=[O:23])=[C:6]([C:7]3[CH:8]=[C:9]([CH2:13][C:14]([OH:16])=[O:15])[CH:10]=[CH:11][CH:12]=3)[C:5]=2[CH:17]=1. Reported procedure: A solution of 3-(2-bromo-5-chloro-3-benzofuranyl)phenylacetic acid in chloroform with 1.5 equivalents of cyclonexene is treated with 1.5 equivalents of dinitrogen tetroxide and stirred for about 20 hours at room temperature. The mixture is washed with water, extracted with saturated sodium bicarbonate solution, then the aqueous extracts are acidified. The mixture is extracted with dichloromethane, which is dried and concentrated. The residue is recrystallized from a mixture of benzene and hexane...